This data is from the Open Reaction Database (ORD), a public repository of structured organic reaction records. The task is: describe an organic reaction: reactants, conditions, products, and yield Starting materials: alkyne, C(C)(C)OC1(CC1)C1=C(C=C(C=C1)C#C[Si](C)(C)C)CC ([4-(1-isopropoxycyclopropyl)-3-ethyl-phenylethynyl]-trimethylsilane), C(C)(C)OC1(CC1)C1=C(C=C(C=C1)C#C[Si](C)(C)C)CC ([4-(1-isopropoxycyclopropyl)-3-ethyl-phenylethynyl]-trimethylsilane), C([O-])([O-])=O.[K+].[K+] (potassium carbonate). Run in CO (methanol). Conditions: time 8 hour. Yields the product C(#C)C1=CC(=C(C=C1)C1(CC1)OC(C)C)CC (4-Ethynyl-1-(1-isopropoxycyclopropyl)-2-ethyl-benzene). RXN SMILES: [CH:1]([O:4][C:5]1([C:8]2[CH:13]=[CH:12][C:11]([C:14]#[C:15][Si](C)(C)C)=[CH:10][C:9]=2[CH2:20][CH3:21])[CH2:7][CH2:6]1)([CH3:3])[CH3:2].C(=O)([O-])[O-].[K+].[K+]>CO>[C:14]([C:11]1[CH:12]=[CH:13][C:8]([C:5]2([O:4][CH:1]([CH3:2])[CH3:3])[CH2:6][CH2:7]2)=[C:9]([CH2:20][CH3:21])[CH:10]=1)#[CH:15] |f:1.2.3|. Reported procedure: Using General Procedure E; [4-(1-isopropoxycyclopropyl)-3-ethyl-phenylethynyl]-trimethylsilane (Intermediate 94, 330.0 mg, 1.10 mmols) in methanol (10 mL) was treated with potassium carbonate (150.0 mg, 1.10 mmol) and stirred overnight at ambient temperature. The crude alkyne (238 mg, 95%) was used directly in the next reaction.